This data is from the Open Reaction Database (ORD), a public repository of structured organic reaction records. The task is: describe an organic reaction: reactants, conditions, products, and yield The reactants are [O-]CC.[Na+] (sodium ethoxide), C(C)(=O)NC(C(=O)OCC)C(=O)OCC (Diethyl 2-acetamidomalonate), C(CCCCCCCC=CCCCCCCCC)Cl (9-octadecenyl chloride). The solvent is C(C)O (ethanol), C(C)O (ethanol). Yields the product C(C)(=O)NC(C(=O)OCC)(C(=O)OCC)CCCCCCCCC=CCCCCCCCC (diethyl 2-acetamido-2-(9-octadecenyl)malonate). The yield is 4.0%. RXN SMILES: [C:1]([NH:4][CH:5]([C:11]([O:13][CH2:14][CH3:15])=[O:12])[C:6]([O:8][CH2:9][CH3:10])=[O:7])(=[O:3])[CH3:2].[O-]CC.[Na+].[CH2:20](Cl)[CH2:21][CH2:22][CH2:23][CH2:24][CH2:25][CH2:26][CH2:27][CH:28]=[CH:29][CH2:30][CH2:31][CH2:32][CH2:33][CH2:34][CH2:35][CH2:36][CH3:37]>C(O)C>[C:1]([NH:4][C:5]([CH2:20][CH2:21][CH2:22][CH2:23][CH2:24][CH2:25][CH2:26][CH2:27][CH:28]=[CH:29][CH2:30][CH2:31][CH2:32][CH2:33][CH2:34][CH2:35][CH2:36][CH3:37])([C:11]([O:13][CH2:14][CH3:15])=[O:12])[C:6]([O:8][CH2:9][CH3:10])=[O:7])(=[O:3])[CH3:2] |f:1.2|. Procedure details: Diethyl 2-acetamidomalonate (15 g) was dissolved in 200 ml of dry ethanol and 5.6 g of sodium ethoxide was added thereto. To the reaction mixture, 22 g of 9-octadecenyl chloride was added while stirring at room temperature. The inside of the reaction vessel was displaced with nitrogen and the mixture was refluxed for about 15 hours. The mixture was neutralized with ethanol-concentrated hydrochloric acid (11:1) and concentrated. The concentrate was purified by silica gel column chromatography to ... The reactants are BrCC=1C=C(C=CC1)NC(CC1=CC(=CC=C1)OCCCCCCCCCCCCCC)=O (N-[3-(bromomethyl)phenyl]-3-(tetradecyloxy)benzeneacetamide), CC1=CN=CS1 (5-methylthiazole). The solvent is C1(=CC=CC=C1)C (toluene). The product is [Br-].CC1=C[N+](=CS1)CC1=CC(=CC=C1)NC(CC1=CC(=CC=C1)OCCCCCCCCCCCCCC)=O (5-Methyl-3-[[3-[[[3-(tetradecyloxy)phenyl]acetyl]amino]phenyl]methyl]thiazolium bromide). Isolated yield 90.2%. Reaction SMILES: [Br:1][CH2:2][C:3]1[CH:4]=[C:5]([NH:9][C:10](=[O:33])[CH2:11][C:12]2[CH:17]=[CH:16][CH:15]=[C:14]([O:18][CH2:19][CH2:20][CH2:21][CH2:22][CH2:23][CH2:24][CH2:25][CH2:26][CH2:27][CH2:28][CH2:29][CH2:30][CH2:31][CH3:32])[CH:13]=2)[CH:6]=[CH:7][CH:8]=1.[CH3:34][C:35]1[S:39][CH:38]=[N:37][CH:36]=1>C1(C)C=CC=CC=1>[Br-:1].[CH3:34][C:35]1[S:39][CH:38]=[N+:37]([CH2:2][C:3]2[CH:8]=[CH:7][CH:6]=[C:5]([NH:9][C:10](=[O:33])[CH2:11][C:12]3[CH:17]=[CH:16][CH:15]=[C:14]([O:18][CH2:19][CH2:20][CH2:21][CH2:22][CH2:23][CH2:24][CH2:25][CH2:26][CH2:27][CH2:28][CH2:29][CH2:30][CH2:31][CH3:32])[CH:13]=3)[CH:4]=2)[CH:36]=1 |f:3.4|. Procedure: A mixture of 4 g of N-[3-(bromomethyl)phenyl]-3-(tetradecyloxy)benzeneacetamide and 3.84 g of 5-methylthiazole in 40 ml of toluene is refluxed for 1.5 hours under argon, cooled and the solvent evaporated to a residue. The residue is mixed with ether and the solid collected by centrifugation. The solid is washed several times with ether then dried by vacuum to give 4.3 g of the desired product as an off white powder, m.p. 125°-130° C. Starting materials: CC(=O)OI1(C=2C=CC=CC2C(=O)O1)(OC(=O)C)OC(=O)C (Dess-Martin), FC(C=1C=C(CN(C=2N=NN(N2)C)CC=2C(=NC3=CC(=C(C=C3C2)F)F)N2[C@H](CCC2)[C@@H]2CC[C@H](CC2)CO)C=C(C1)C(F)(F)F)(F)F (trans-(4-{(R)-1-[3-({N-[3,5-bis(trifluoromethyl)benzyl]-N-(2-methyl-2H-tetrazol-5-yl)amino}methyl)-6,7-difluoroquinolin-2-yl]pyrrolidin-2-yl}cyclohexyl)methanol). Solvent: C(Cl)Cl (CH2Cl2). Run at time 20 minute. Product: FC(C=1C=C(CN(C=2N=NN(N2)C)CC=2C(=NC3=CC(=C(C=C3C2)F)F)N2[C@H](CCC2)[C@@H]2CC[C@H](CC2)C=O)C=C(C1)C(F)(F)F)(F)F (trans-4-{(R)-1-[3-({N-[3,5-bis(trifluoromethyl)benzyl]-N-(2-methyl-2H-tetrazol-5-yl)amino}methyl)-6,7-difluoroquinolin-2-yl]pyrrolidin-2-yl}cyclohexanecarbaldehyde). Reaction SMILES: CC(OI1(OC(C)=O)(OC(C)=O)OC(=O)C2C=CC=CC1=2)=O.[F:23][C:24]([F:70])([F:69])[C:25]1[CH:26]=[C:27]([CH:62]=[C:63]([C:65]([F:68])([F:67])[F:66])[CH:64]=1)[CH2:28][N:29]([CH2:36][C:37]1[C:38]([N:49]2[CH2:53][CH2:52][CH2:51][C@@H:50]2[C@H:54]2[CH2:59][CH2:58][C@H:57]([CH2:60][OH:61])[CH2:56][CH2:55]2)=[N:39][C:40]2[C:45]([CH:46]=1)=[CH:44][C:43]([F:47])=[C:42]([F:48])[CH:41]=2)[C:30]1[N:31]=[N:32][N:33]([CH3:35])[N:34]=1>C(Cl)Cl>[F:67][C:65]([F:66])([F:68])[C:63]1[CH:62]=[C:27]([CH:26]=[C:25]([C:24]([F:23])([F:69])[F:70])[CH:64]=1)[CH2:28][N:29]([CH2:36][C:37]1[C:38]([N:49]2[CH2:53][CH2:52][CH2:51][C@@H:50]2[C@H:54]2[CH2:55][CH2:56][C@H:57]([CH:60]=[O:61])[CH2:58][CH2:59]2)=[N:39][C:40]2[C:45]([CH:46]=1)=[CH:44][C:43]([F:47])=[C:42]([F:48])[CH:41]=2)[C:30]1[N:31]=[N:32][N:33]([CH3:35])[N:34]=1. Procedure: Dess-Martin periodinate (4.07 g, 9.6 mmol) is added to a suspension of trans-(4-{(R)-1-[3-({N-[3,5-bis(trifluoromethyl)benzyl]-N-(2-methyl-2H-tetrazol-5-yl)amino}methyl)-6,7-difluoroquinolin-2-yl]pyrrolidin-2-yl}cyclohexyl)methanol (6.25 g, 9.1 mmol) in CH2Cl2 (75 mL) at 0° C., and the resulting mixture is stirred at room temperature for 20 min. The reaction mixture is quenched by addition of sat. NaHCO3 aq. and extracted with CH2Cl2. The combined organic layer is washed with brine, dried over m... Reactants: BrC=C(C)C1=CC=C(C=C1)OC (1-(1-Bromoprop-1-en-2-yl)-4-methoxybenzene), CN1CCC=2NC=3C=CC(=CC3C2CC1)C (3,9-Dimethyl-1,2,3,4,5,6-hexahydroazepino[4,5-b]indole), CN(C)C=O (DMF), [O-]P(=O)([O-])[O-].[K+].[K+].[K+] (K3PO4). Run at time 10 minute. Product: COC1=CC=C(C=C1)/C(=C/N1C2=C(C=3C=C(C=CC13)C)CCN(CC2)C)/C ((E)-1,2,3,4,5,6-hexahydro-6-(2-(4-methoxyphenyl)prop-1-enyl)-3,9-dimethylazepino[4,5-b]indole). Reaction SMILES: [CH3:1][N:2]1[CH2:15][CH2:14][C:13]2[C:12]3[CH:11]=[C:10]([CH3:16])[CH:9]=[CH:8][C:7]=3[NH:6][C:5]=2[CH2:4][CH2:3]1.CN(C=O)C.[O-]P([O-])([O-])=O.[K+].[K+].[K+].Br[CH:31]=[C:32]([C:34]1[CH:39]=[CH:38][C:37]([O:40][CH3:41])=[CH:36][CH:35]=1)[CH3:33]>>[CH3:41][O:40][C:37]1[CH:38]=[CH:39][C:34](/[C:32](/[CH3:33])=[CH:31]/[N:6]2[C:7]3[CH:8]=[CH:9][C:10]([CH3:16])=[CH:11][C:12]=3[C:13]3[CH2:14][CH2:15][N:2]([CH3:1])[CH2:3][CH2:4][C:5]2=3)=[CH:35][CH:36]=1 |f:2.3.4.5|. Procedure details: 3,9-Dimethyl-1,2,3,4,5,6-hexahydroazepino[4,5-b]indole (78 mg, 0.36 mmol) was dissolved in DMF (5 mL) Copper (I) iodide (7 mg, 0.036 mmol) L-proline (8 mg, 0.073 mmol) and K3PO4 (156 mg, 0.734 mmol) were added and the reaction mixture was stirred for 10 min at RT. 1-(1-Bromoprop-1-en-2-yl)-4-methoxybenzene (100 mg, 0.44 mmol) was added dropwise and the reaction mixture was purged with nitrogen. The reaction mixture was heated at 80° C. for overnight (prolonged heating in some cases was required)...